From a dataset of the Open Reaction Database (ORD), a public repository of structured organic reaction records. describe an organic reaction: reactants, conditions, products, and yield Reactants: CO, Cn1c(-c2cncc(CNS(=O)(=O)CCN3C(=O)c4ccccc4C3=O)c2)c(C#N)c2ccc(Cl)cc21, Cl, NN. Yields the product Cn1c(-c2cncc(CNS(=O)(=O)CCN)c2)c(C#N)c2ccc(Cl)cc21. Reaction SMILES: [CH3:41][OH:42].[Cl:1][c:2]1[cH:3][cH:4][c:5]2[c:6]([C:36]#[N:37])[c:7](-[c:12]3[cH:13][c:14]([CH2:18][NH:19][S:20](=[O:21])(=[O:22])[CH2:23][CH2:24][N:25]4[C:26](=[O:27])[c:28]5[c:29]([cH:30][cH:31][cH:32][cH:33]5)[C:34]4=[O:35])[cH:15][n:16][cH:17]3)[n:8]([CH3:11])[c:9]2[cH:10]1.[ClH:40].[NH2:38][NH2:39]>>[Cl:1][c:2]1[cH:3][cH:4][c:5]2[c:6]([C:36]#[N:37])[c:7](-[c:12]3[cH:13][c:14]([CH2:18][NH:19][S:20](=[O:21])(=[O:22])[CH2:23][CH2:24][NH2:25])[cH:15][n:16][cH:17]3)[n:8]([CH3:11])[c:9]2[cH:10]1. Reactants: ClC=1SC2=C(N1)C=CC=C2 (2-Chlorobenzthiazole), COC=1C=C(N)C=CC1C (3-methoxy-4-methylaniline), ClC1=C(C(=O)Cl)C=CC=C1 (2-chlorobenzoyl chloride). Run in C(C)(=O)O (acetic acid). Run at temperature 115 celsius. Yields the product S1C(=NC2=C1C=CC=C2)N(C(C2=C(C=CC=C2)Cl)=O)C2=CC(=C(C=C2)C)OC (N-Benzothiazol-2-yl-2-chloro-N-(3-methoxy-4-methyl-phenyl)-benzamide). RXN SMILES: Cl[C:2]1[S:3][C:4]2[CH:10]=[CH:9][CH:8]=[CH:7][C:5]=2[N:6]=1.[CH3:11][O:12][C:13]1[CH:14]=[C:15]([CH:17]=[CH:18][C:19]=1[CH3:20])[NH2:16].[Cl:21][C:22]1[CH:30]=[CH:29][CH:28]=[CH:27][C:23]=1[C:24](Cl)=[O:25]>C(O)(=O)C>[S:3]1[C:4]2[CH:10]=[CH:9][CH:8]=[CH:7][C:5]=2[N:6]=[C:2]1[N:16]([C:15]1[CH:17]=[CH:18][C:19]([CH3:20])=[C:13]([O:12][CH3:11])[CH:14]=1)[C:24](=[O:25])[C:23]1[CH:27]=[CH:28][CH:29]=[CH:30][C:22]=1[Cl:21]. Procedure: A mixture of 0.339 g (2 mmol) 2-Chlorobenzthiazole (commercially available) and 0.275 g (2 mmol) 3-methoxy-4-methylaniline (commercially available) in 4 ml acetic acid was heated to 115° C. for 4 h. After cooling to room temperature the mixture was subjected to preparative HPLC separation on reversed phase eluting with an acetonitrile/water gradient. The product fractions of Benzothiazol-2-yl-(3-methoxy-4-methyl-phenyl)-amine were evaporated to dryness and reacted according to the procedure desc...